This data is from the Open Reaction Database (ORD), a public repository of structured organic reaction records. The task is: describe an organic reaction: reactants, conditions, products, and yield Starting materials: FC=1C=C(OC2=CC=C(C=O)C=C2)C=CC1F (4-(3,4-Difluorophenoxy)benzaldehyde), CC(C(=O)NC1=CC(=C(C=C1)C)C1CCNCC1)C (2-methyl-N-[4-methyl-3-(4-piperidinyl)phenyl]propanamide), C(C)(=O)O[BH-](OC(C)=O)OC(C)=O.[Na+] (sodium triacetoxyborohydride). Solvent: ClCCCl (1,2-dichloroethane). Run at time 8 hour. Product: FC=1C=C(OC2=CC=C(CN3CCC(CC3)C=3C=C(C=CC3C)NC(C(C)C)=O)C=C2)C=CC1F (N-(3-{1-[4-(3,4-difluorophenoxy)benzyl]-4-piperidinyl}-4-methylphenyl)-2-methylpropanamide). Isolated yield 54.1%. Reaction SMILES: [F:1][C:2]1[CH:3]=[C:4]([CH:14]=[CH:15][C:16]=1[F:17])[O:5][C:6]1[CH:13]=[CH:12][C:9]([CH:10]=O)=[CH:8][CH:7]=1.[CH3:18][CH:19]([CH3:36])[C:20]([NH:22][C:23]1[CH:28]=[CH:27][C:26]([CH3:29])=[C:25]([CH:30]2[CH2:35][CH2:34][NH:33][CH2:32][CH2:31]2)[CH:24]=1)=[O:21].C(O[BH-](OC(=O)C)OC(=O)C)(=O)C.[Na+]>ClCCCl>[F:1][C:2]1[CH:3]=[C:4]([CH:14]=[CH:15][C:16]=1[F:17])[O:5][C:6]1[CH:13]=[CH:12][C:9]([CH2:10][N:33]2[CH2:34][CH2:35][CH:30]([C:25]3[CH:24]=[C:23]([NH:22][C:20](=[O:21])[CH:19]([CH3:18])[CH3:36])[CH:28]=[CH:27][C:26]=3[CH3:29])[CH2:31][CH2:32]2)=[CH:8][CH:7]=1 |f:2.3|. Reported procedure: To a solution of 4-(3,4-Difluorophenoxy)benzaldehyde (41.0 mg, 0.170 mmol) and 2-methyl-N-[4-methyl-3-(4-piperidinyl)phenyl]propanamide (45.0 mg, 0.170 mmol) in 1,2-dichloroethane (5.00 mL) was added sodium triacetoxyborohydride (110 mg, 0.520 mmol) and ACOH (10.0 μL, 0.170 mmol) at room temperature. The mixture was stirred overnight. The reaction mixture was quenched by saturated NaHCO3 solution (10 mL) and extracted with CH2Cl2 (3×10 mL). The combined organic layers were washed with brine, dri... Reactants: C(C)(C)(C)OC(NCCC(NCC(F)F)=O)=O ([2-(2,2-Difluoro-ethylcarbamoyl)-ethyl]-carbamic acid tert-butyl ester), ClCCl (Dichloromethane). Run in O1CCOCC1 (dioxane), Cl (hydrochloric acid). Reaction conditions: time 18 hour. Product: FC(CNC(=O)CCNC(O)=O)F ([2-(2,2-Difluoro-ethylcarbamoyl)-ethyl]-carbamic acid). Reaction SMILES: C([O:5][C:6](=[O:17])[NH:7][CH2:8][CH2:9][C:10](=[O:16])[NH:11][CH2:12][CH:13]([F:15])[F:14])(C)(C)C.ClCCl>Cl.O1CCOCC1>[F:14][CH:13]([F:15])[CH2:12][NH:11][C:10]([CH2:9][CH2:8][NH:7][C:6](=[O:5])[OH:17])=[O:16]. Reported procedure: [2-(2,2-Difluoro-ethylcarbamoyl)-ethyl]-carbamic acid tert-butyl ester (2.75 g, 10.9 mmol) was suspended in 4M hydrochloric acid in dioxane (30 ml) and stirred at RT for 18 h. Dichloromethane was added (50 ml) and the solid filtered off and dried in vacuo (2.02 g, 100%).